From a dataset of the Open Reaction Database (ORD), a public repository of structured organic reaction records. describe an organic reaction: reactants, conditions, products, and yield Starting materials: C1CCOC1, c1ccc(C2COC23CO3)cc1, c1nnn[nH]1. Yields the product OCC1(n2ncnn2)OCC1c1ccccc1. Reaction SMILES: [CH2:18]1[O:19][CH2:20][CH2:21][CH2:22]1.[c:6]1([CH:12]2[CH2:13][O:14][C:15]23[O:16][CH2:17]3)[cH:7][cH:8][cH:9][cH:10][cH:11]1.[nH:1]1[n:2][n:3][n:4][cH:5]1>>[n:1]1[n:2]([C:15]2([CH2:17][OH:16])[CH:12]([c:6]3[cH:7][cH:8][cH:9][cH:10][cH:11]3)[CH2:13][O:14]2)[n:3][n:4][cH:5]1. The reactants are CO, C(=Cc1cccs1)c1nc(COc2ccc(CCCn3ccnc3)cc2)co1. Product: c1csc(CCc2nc(COc3ccc(CCCn4ccnc4)cc3)co2)c1. Reaction SMILES: [CH3:29][OH:30].[n:1]1([CH2:6][CH2:7][CH2:8][c:9]2[cH:10][cH:11][c:12]([O:13][CH2:14][c:15]3[n:16][c:17]([CH:20]=[CH:21][c:22]4[s:23][cH:24][cH:25][cH:26]4)[o:18][cH:19]3)[cH:27][cH:28]2)[cH:2][n:3][cH:4][cH:5]1>>[n:1]1([CH2:6][CH2:7][CH2:8][c:9]2[cH:10][cH:11][c:12]([O:13][CH2:14][c:15]3[n:16][c:17]([CH2:20][CH2:21][c:22]4[s:23][cH:24][cH:25][cH:26]4)[o:18][cH:19]3)[cH:27][cH:28]2)[cH:2][n:3][cH:4][cH:5]1. The reactants are CO, CSCc1cccc2c(C(C)(c3ccc(Cl)cc3F)C3CC3)c[nH]c12, ClCCl, O=C(OO)c1cccc(Cl)c1. Product: CS(=O)Cc1cccc2c(C(C)(c3ccc(Cl)cc3F)C3CC3)c[nH]c12. RXN SMILES: [CH3:40][OH:41].[Cl:1][c:2]1[cH:3][c:4]([F:25])[c:5]([C:8]([CH3:9])([CH:10]2[CH2:11][CH2:12]2)[c:13]2[cH:14][nH:15][c:16]3[c:17]([CH2:22][S:23][CH3:24])[cH:18][cH:19][cH:20][c:21]23)[cH:6][cH:7]1.[Cl:26][CH2:27][Cl:28].[OH:29][O:30][C:31]([c:32]1[cH:33][c:34]([Cl:35])[cH:36][cH:37][cH:38]1)=[O:39]>>[Cl:1][c:2]1[cH:3][c:4]([F:25])[c:5]([C:8]([CH3:9])([CH:10]2[CH2:11][CH2:12]2)[c:13]2[cH:14][nH:15][c:16]3[c:17]([CH2:22][S:23]([CH3:24])=[O:29])[cH:18][cH:19][cH:20][c:21]23)[cH:6][cH:7]1. Starting materials: Clc1ncc(Br)c(-c2ccc(Cl)s2)n1, O=C([O-])[O-], O=C([O-])O, CN1CCCC1=O, [K+], [K+], NCCN1CCNC1=O, [Na+]. The product is O=C1NCCN1CCNc1ncc(Br)c(-c2ccc(Cl)s2)n1. As a reaction SMILES: [Br:1][c:2]1[c:3](-[c:9]2[s:10][c:11]([Cl:14])[cH:12][cH:13]2)[n:4][c:5]([Cl:8])[n:6][cH:7]1.[C:15](=[O:16])([O-:17])[O-:18].[C:30](=[O:31])([OH:32])[O-:33].[CH3:35][N:36]1[CH2:37][CH2:38][CH2:39][C:40]1=[O:41].[K+:19].[K+:20].[NH2:21][CH2:22][CH2:23][N:24]1[C:25](=[O:29])[NH:26][CH2:27][CH2:28]1.[Na+:34]>>[Br:1][c:2]1[c:3](-[c:9]2[s:10][c:11]([Cl:14])[cH:12][cH:13]2)[n:4][c:5]([NH:21][CH2:22][CH2:23][N:24]2[C:25](=[O:29])[NH:26][CH2:27][CH2:28]2)[n:6][cH:7]1. Reactants: S(=O)(=O)([O-])S(=O)[O-].[Na+].[Na+] (sodium metabisulphite), BrBr (bromine), FC1=C(C(=CC=C1)F)O (2,6-difluorophenol). The reagents and catalysts are Br (hydrogen bromide). The solvent is C(=S)=S (carbon disulphide), C(=S)=S (carbon disulphide). Conditions: time 16 hour. Yields the product BrC1=CC(=C(C(=C1)F)O)F (4-bromo-2,6-difluorophenol). Yield: 23.0%. As a reaction SMILES: [Br:1]Br.[F:3][C:4]1[CH:9]=[CH:8][CH:7]=[C:6]([F:10])[C:5]=1[OH:11].S(S([O-])=O)([O-])(=O)=O.[Na+].[Na+]>C(=S)=S.Br>[Br:1][C:8]1[CH:9]=[C:4]([F:3])[C:5]([OH:11])=[C:6]([F:10])[CH:7]=1 |f:2.3.4|. Procedure: A solution of bromine (1.6 g) in dry carbon disulphide (10 cm3) was added over 5 minutes to a solution of 2,6-difluorophenol (1.3 g) in dry carbon disulphide (10 cm3). To the stirred reaction mixture was added 5 drops of 48% hydrogen bromide solution. The mixture was heated for 2 hours at the reflux temperature, then allowed to stand at the ambient temperature (ca 22° C.) for 16 hours. After a further period of heating (4 hours) the mixture was allowed to stand for 24 hours before being poured o... Starting materials: COC(=O)C1=C(C=CC(=N1)C1=CC=C2CCCN(C2=C1)C(=O)OC(C)(C)C)OS(=O)(=O)C(F)(F)F (tert-butyl 7-(6-(methoxycarbonyl)-5-(trifluoromethylsulfonyloxy)pyridin-2-yl)-3,4-dihydroquinoline-1(2H)-carboxylate), C1(=CC=CC=C1)B(O)O (phenylboronic acid), C(=O)([O-])[O-].[K+].[K+] (K2CO3). The reagents and catalysts are [Br-].C(CCC)[N+](CCCC)(CCCC)CCCC (tetrabutylammonium bromide), Cl[Pd]([P](C1=CC=CC=C1)(C2=CC=CC=C2)C3=CC=CC=C3)([P](C4=CC=CC=C4)(C5=CC=CC=C5)C6=CC=CC=C6)Cl (dichlorobis(triphenylphosphine)palladium(II)). The solvent is O1CCOCC1 (1,4-dioxane), O (water), CCOC(=O)C (EtOAc). Yields the product COC(=O)C1=C(C=CC(=N1)C1=CC=C2CCCN(C2=C1)C(=O)OC(C)(C)C)C1=CC=CC=C1 (tert-butyl 7-(6-(methoxycarbonyl)-5-phenylpyridin-2-yl)-3,4-dihydroquinoline-1(2H)-carboxylate). RXN SMILES: [CH3:1][O:2][C:3]([C:5]1[N:10]=[C:9]([C:11]2[CH:20]=[C:19]3[C:14]([CH2:15][CH2:16][CH2:17][N:18]3[C:21]([O:23][C:24]([CH3:27])([CH3:26])[CH3:25])=[O:22])=[CH:13][CH:12]=2)[CH:8]=[CH:7][C:6]=1OS(C(F)(F)F)(=O)=O)=[O:4].[C:36]1(B(O)O)[CH:41]=[CH:40][CH:39]=[CH:38][CH:37]=1.C([O-])([O-])=O.[K+].[K+]>[Br-].C([N+](CCCC)(CCCC)CCCC)CCC.O1CCOCC1.O.CCOC(C)=O.Cl[Pd](Cl)([P](C1C=CC=CC=1)(C1C=CC=CC=1)C1C=CC=CC=1)[P](C1C=CC=CC=1)(C1C=CC=CC=1)C1C=CC=CC=1>[CH3:1][O:2][C:3]([C:5]1[N:10]=[C:9]([C:11]2[CH:20]=[C:19]3[C:14]([CH2:15][CH2:16][CH2:17][N:18]3[C:21]([O:23][C:24]([CH3:27])([CH3:26])[CH3:25])=[O:22])=[CH:13][CH:12]=2)[CH:8]=[CH:7][C:6]=1[C:36]1[CH:41]=[CH:40][CH:39]=[CH:38][CH:37]=1)=[O:4] |f:2.3.4,5.6,^1:84,103|. Procedure: Tert-butyl 7-(6-(methoxycarbonyl)-5-(trifluoromethylsulfonyloxy)pyridin-2-yl)-3,4-dihydroquinoline-1(2H)-carboxylate (29E) (40 mg, 0.077 mmol), phenylboronic acid (11 mg, 0.093 mmol, 1.2 eq), K2CO3 (27 mg, 0.19 mmol), tetrabutylammonium bromide (2.5 mg, 0.0077 mmol), and dichlorobis(triphenylphosphine)palladium(II) (2.2 mg, 0.003 mmol) in 1,4-dioxane (0.5 mL) and water (0.25 mL) was heated to 90° C. for 75 minutes, cooled to rt, diluted with EtOAc, washed with water, brine, dried over MgSO4, fil... Solvent: O (water), C(C1=CC=CC=C1)(=O)Cl (benzoyl chloride). Reactants: C(C)(C)(C)NNC(=O)OC(C)(C)C (N'-t-butyl-N-t-butoxycarbonylhydrazine), C1(=CC=CC=C1)C (toluene), [OH-].[Na+] (sodium hydroxide). RXN SMILES: [C:1]([NH:5][NH:6][C:7]([O:9][C:10]([CH3:13])([CH3:12])[CH3:11])=[O:8])([CH3:4])([CH3:3])[CH3:2].[OH-:14].[Na+].[C:16]1([CH3:22])[CH:21]=[CH:20][CH:19]=[CH:18][CH:17]=1>O.C(Cl)(=O)C1C=CC=CC=1>[C:10]([O:9][C:7]([NH:6][N:5]([C:22](=[O:14])[C:16]1[CH:21]=[CH:20][CH:19]=[CH:18][CH:17]=1)[C:1]([CH3:4])([CH3:3])[CH3:2])=[O:8])([CH3:13])([CH3:12])[CH3:11] |f:1.2|. Reaction conditions: time 20 minute. Yields the product C(C)(C)(C)OC(=O)NN(C(C)(C)C)C(C1=CC=CC=C1)=O (N-t-butoxycarbonyl-N'-benzoyl-N'-t-butylhydrazine). Reported procedure: A mechanically stirred solution of N'-t-butyl-N-t-butoxycarbonylhydrazine (61 g, 0.32 mol) in toluene (120 ml) cooled in an ice bath, was treated dropwise and simultaneously with 50% sodium hydroxide (31 g) in water (50 ml) and benzoyl chloride (45 g). The addition was complete in 20 minutes and the resulting mixture was warmed to room temperature and allowed to stir for 1 hour. The resulting white solid was filtered, washed with water and air dried to afford 94 g of N-t-butoxycarbonyl-N'-benzoy... The reactants are C(C)(C)[N-]C(C)C.[Li+] (lithium diisopropylamide), solution, C(C)(C)[N-]C(C)C.[Li+] (lithium diisopropylamide), COC(C(CC1=CC=NC=C1)CC1=CC=NC=C1)=O (3-pyridin4-yl-2-pyridin4-ylmethyl-propionic acid methyl ester), C12(CC3CC(CC(C1)C3)C2)N=C=O (adamantyl isocyanate). Solvent: C1CCCCC1 (cyclohexane), O1CCCC1 (tetrahydrofuran), O1CCCC1 (tetrahydrofuran). Conditions: time 20 minute. Yields the product COC(C(C(=O)NC12CC3CC(CC(C1)C3)C2)(CC2=CC=NC=C2)CC2=CC=NC=C2)=O (N-Adamantan-1-yl-2,2-bis-pyridin-4-ylmethyl-malonamic acid methyl ester). RXN SMILES: [CH3:1][O:2][C:3](=[O:19])[CH:4]([CH2:12][C:13]1[CH:18]=[CH:17][N:16]=[CH:15][CH:14]=1)[CH2:5][C:6]1[CH:11]=[CH:10][N:9]=[CH:8][CH:7]=1.C([N-]C(C)C)(C)C.[Li+].[C:28]12([N:38]=[C:39]=[O:40])[CH2:37][CH:32]3[CH2:33][CH:34]([CH2:36][CH:30]([CH2:31]3)[CH2:29]1)[CH2:35]2>O1CCCC1.C1CCCCC1>[CH3:1][O:2][C:3](=[O:19])[C:4]([CH2:5][C:6]1[CH:7]=[CH:8][N:9]=[CH:10][CH:11]=1)([CH2:12][C:13]1[CH:14]=[CH:15][N:16]=[CH:17][CH:18]=1)[C:39]([NH:38][C:28]12[CH2:37][CH:32]3[CH2:31][CH:30]([CH2:36][CH:34]([CH2:33]3)[CH2:35]1)[CH2:29]2)=[O:40] |f:1.2|. Reported procedure: To a stirred solution of 3-pyridin4-yl-2-pyridin4-ylmethyl-propionic acid methyl ester (24.44 g, 95 mmol) in tetrahydrofuran (300 ml) chilled with a dry ice/acetone bath, lithium diisopropylamide (70 ml of a 1.5M solution in cyclohexane, 105 mmol of lithium diisopropylamide) was added dropwise over 15 minutes. After stirring for 20 minutes, the solution temperature was elevated to -40° C. After 30 minutes of stirring at -40° C., a solution of adamantyl isocyanate (16.92 g, 95 mmol) in tetrahydro... The reactants are solution, [Cl-].ClC=[N+](C)C (chlormethylene dimethylammonium chloride), CN(C)C=O (DMF), ClC1=C(C=C2C=CNC2=C1)B1OCC(CO1)(C)C (6-chloro-5-(5,5-dimethyl-1,3,2-dioxaborinan-2-yl)-1H-indole), CN(C)C=O (DMF), solution, ClC1=NC=C(N=C1)C1=CC=CC=C1 (2-chloro-5-phenylpyrazine), C([O-])([O-])=O.[K+].[K+] (potassium carbonate), solution. Conditions: temperature 30 celsius, time 2 hour. Yields the product ClC1=C(C=C2C(=CNC2=C1)C=O)C1=NC=C(N=C1)C1=CC=CC=C1 (6-chloro-5-(5-phenylpyrazin-2-yl)-1H-indole-3-carbaldehyde). RXN SMILES: [Cl-].ClC=[N+](C)C.CN([CH:10]=[O:11])C.[Cl:12][C:13]1[CH:21]=[C:20]2[C:16]([CH:17]=[CH:18][NH:19]2)=[CH:15][C:14]=1B1OCC(C)(C)CO1.Cl[C:31]1[CH:36]=[N:35][C:34]([C:37]2[CH:42]=[CH:41][CH:40]=[CH:39][CH:38]=2)=[CH:33][N:32]=1.C(=O)([O-])[O-].[K+].[K+]>>[Cl:12][C:13]1[CH:21]=[C:20]2[C:16]([C:17]([CH:10]=[O:11])=[CH:18][NH:19]2)=[CH:15][C:14]=1[C:31]1[CH:36]=[N:35][C:34]([C:37]2[CH:42]=[CH:41][CH:40]=[CH:39][CH:38]=2)=[CH:33][N:32]=1 |f:0.1,5.6.7|. Procedure: To a 0.4M solution of chlormethylene dimethylammonium chloride in DMF (7.5 mL, 3.8 mmol) was added 6-chloro-5-(5,5-dimethyl-1,3,2-dioxaborinan-2-yl)-1H-indole (493 mg, 1.88 mmol). The mixture was stirred at 30° C. for 2 hrs. 0.50 mL of this solution (0.15 mmol) was placed in a vial with a 0.3M solution of 2-chloro-5-phenylpyrazine in DMF (0.50 mL, 0.15 mmol). 2M potassium carbonate (0.30 mL, 0.60 mmol) was then added and the mixture purged with nitrogen. PddppfCl2 (9 mg, 0.01 mmol) was then adde...